Dataset: the Open Reaction Database (ORD), a public repository of structured organic reaction records. Task: describe an organic reaction: reactants, conditions, products, and yield Starting materials: C(C(C)C)=O (isobutyraldehyde), C(O)CN (ethanolamine), CN(C(C(CC1CCC1)=O)=O)OC (N-methyl-N-methoxy 2-oxo-3-cyclobutyl propanamide), B1(C2CCCC1CCC2)[C@@H]3C[C@H]4C[C@H]([C@H]3C)C4(C)C ((R)-Alpine Borane). Solvent: C1CCOC1 (THF), CCOCC (ether). Conditions: time 5 day. Product: CN(C([C@H](CC1CCC1)O)=O)OC (N-Methyl-N-methoxy 2-(S)-hydroxy-3-cyclobutyl propanamide). Reaction SMILES: [CH3:1][N:2]([O:12][CH3:13])[C:3](=[O:11])[C:4](=[O:10])[CH2:5][CH:6]1[CH2:9][CH2:8][CH2:7]1.B1([C@H]2[C@H](C)[C@@H]3C(C)(C)[C@H](C3)C2)C2CCCC1CCC2.C(=O)C(C)C.C(CN)O>C1COCC1.CCOCC>[CH3:1][N:2]([O:12][CH3:13])[C:3](=[O:11])[C@@H:4]([OH:10])[CH2:5][CH:6]1[CH2:7][CH2:8][CH2:9]1. Reported procedure: A mixture of 11.40 g (61.5 mmol) of N-methyl-N-methoxy 2-oxo-3-cyclobutyl propanamide (from Step B) and 250 mL 0.5 N (R)-Alpine Borane® solution in THF was concentrated and stirred at rt for 5 days. The mixture was cooled to 0° C. and quenched with 6.8 mL (75.0 mmol) of isobutyraldehyde. The resulting mixture was diluted with 200 mL of ether and treated with 7.5 mL (125 mmol) of ethanolamine. The precipitate that formed was filtered and the filtrate was concentrated. Flash chromatography on 500 ... The reactants are [BH4-].[BH4-].[BH4-].[BH4-].[Na+].[Na+].[Na+].[Na+] (sodium tetraborohydride), N1=C(C=CC2=CC=CC=C12)N1CC(C1)OC=1N=NC=CC1N1CCC(CC1)C(C)=O (1-(1-(3-((1-(quinolin-2-yl)azetidin-3-yl)oxy)pyridazin-4-yl)piperidin-4-yl)ethanone), [Cl-].[NH4+] (ammonium chloride). Run in CO (methanol). Conditions: temperature 0 celsius, time 4 hour. The product is N1=C(C=CC2=CC=CC=C12)N1CC(C1)OC=1N=NC=CC1N1CCC(CC1)C(C)O (1-(1-(3-((1-(quinolin-2-yl)azetidin-3-yl)oxy)pyridazin-4-yl)piperidin-4-yl)ethanol). The yield is 76.0%. RXN SMILES: [N:1]1[C:10]2[C:5](=[CH:6][CH:7]=[CH:8][CH:9]=2)[CH:4]=[CH:3][C:2]=1[N:11]1[CH2:14][CH:13]([O:15][C:16]2[N:17]=[N:18][CH:19]=[CH:20][C:21]=2[N:22]2[CH2:27][CH2:26][CH:25]([C:28](=[O:30])[CH3:29])[CH2:24][CH2:23]2)[CH2:12]1.[BH4-].[BH4-].[BH4-].[BH4-].[Na+].[Na+].[Na+].[Na+].[Cl-].[NH4+]>CO>[N:1]1[C:10]2[C:5](=[CH:6][CH:7]=[CH:8][CH:9]=2)[CH:4]=[CH:3][C:2]=1[N:11]1[CH2:12][CH:13]([O:15][C:16]2[N:17]=[N:18][CH:19]=[CH:20][C:21]=2[N:22]2[CH2:23][CH2:24][CH:25]([CH:28]([OH:30])[CH3:29])[CH2:26][CH2:27]2)[CH2:14]1 |f:1.2.3.4.5.6.7.8,9.10|. Procedure: 1-(1-(3-((1-(quinolin-2-yl)azetidin-3-yl)oxy)pyridazin-4-yl)piperidin-4-yl)ethanone (100 mg, 0.25 mmol) was dissolved in 10 ml of methanol. This solution was cooled down to 0° C. using an ice bath and sodium tetraborohydride (19 mg, 0.50 mmol) was added by portions. The reaction mixture was stirred for 4 hours at ambient temperature, and then saturated aqueous solution of ammonium chloride (5 mL) was added. The methanol was evaporated off under reduced pressure then the reaction mixture was take...